Dataset: the Open Reaction Database (ORD), a public repository of structured organic reaction records. Task: describe an organic reaction: reactants, conditions, products, and yield Reactants: CCCCOc1c(OCCCC)c(=O)c1=O, CC(N)C(C)(C)C, C1CCOC1. Yields the product CCCCOc1c(NC(C)C(C)(C)C)c(=O)c1=O. Reaction SMILES: [CH2:1]([O:2][c:6]1[c:7](=[O:16])[c:8](=[O:15])[c:9]1[O:10][CH2:11][CH2:12][CH2:13][CH3:14])[CH2:3][CH2:4][CH3:5].[NH2:17][CH:18]([CH3:19])[C:20]([CH3:21])([CH3:22])[CH3:23].[O:24]1[CH2:25][CH2:26][CH2:27][CH2:28]1>>[c:6]1([NH:17][CH:18]([CH3:19])[C:20]([CH3:21])([CH3:22])[CH3:23])[c:7](=[O:16])[c:8](=[O:15])[c:9]1[O:10][CH2:11][CH2:12][CH2:13][CH3:14]. The reactants are ClCl (chlorine), [Na].C(#N)C1=C(NC(C(=C1)F)=O)O (3-cyano-2-hydroxy-5-fluoropyrid-6-one monosodium salt), P(=O)(Cl)(Cl)Cl (phosphorus oxychloride), Cl (hydrogen chloride), ClCl (chlorine), P(Cl)(Cl)Cl (phosphorus trichloride), Cl (hydrogen chloride). Run in C(Cl)Cl (methylene chloride), O (water), C(C)N(CC)CC (triethylamine). Conditions: temperature 40 celsius, time 1 hour. Product: ClC1=C(C#N)C=C(C(=N1)Cl)F (2,6-dichloro-5-fluoronicotinonitrile). The yield is 85.0%. RXN SMILES: [Na].[C:2]([C:4]1[CH:9]=[C:8]([F:10])[C:7](=O)[NH:6][C:5]=1O)#[N:3].P(Cl)(Cl)(Cl)=O.P(Cl)(Cl)Cl.[ClH:22].[Cl:23]Cl>C(Cl)Cl.O.C(N(CC)CC)C>[Cl:22][C:5]1[N:6]=[C:7]([Cl:23])[C:8]([F:10])=[CH:9][C:4]=1[C:2]#[N:3] |f:0.1,^1:0|. Procedure: 240 g of 3-cyano-2-hydroxy-5-fluoropyrid-6-one monosodium salt (cf. Example 8) were initially introduced into 2,400 g of phosphorus oxychloride. 15.8 g of triethylamine and subsequently 648 g of phosphorus trichloride were then added while heeding the evolution of heat. The mixture was heated to the reflux temperature (74° C., evolution of hydrogen chloride) and 312 g of chlorine were then passed in over a period of 2 hours, the reflux temperature slowly rising to 106° C. and a vigorous evolutio... Starting materials: CS(=O)C (dimethyl sulfoxide), C(C(=O)Cl)(=O)Cl (oxalyl chloride), CN(C(C)CC(C(CCCC=C)O)(C1=CC=CC=C1)C1=CC=CC=C1)C (2-dimethylamino-4,4-diphenyl-9-decene-5-ol). Run in C(Cl)Cl (methylene chloride), C(Cl)Cl (methylene chloride), O (water). Run at time 2 minute. Product: CN(C(C)CC(C(CCCC=C)=O)(C1=CC=CC=C1)C1=CC=CC=C1)C (2-dimethylamino-4,4-diphenyl-9-decene-5-one). The yield is 50.3%. Reaction SMILES: CS(C)=O.C(Cl)(=O)C(Cl)=O.[CH3:11][N:12]([CH3:36])[CH:13]([CH2:15][C:16]([C:30]1[CH:35]=[CH:34][CH:33]=[CH:32][CH:31]=1)([C:24]1[CH:29]=[CH:28][CH:27]=[CH:26][CH:25]=1)[CH:17]([OH:23])[CH2:18][CH2:19][CH2:20][CH:21]=[CH2:22])[CH3:14]>C(Cl)Cl.O>[CH3:36][N:12]([CH3:11])[CH:13]([CH2:15][C:16]([C:30]1[CH:31]=[CH:32][CH:33]=[CH:34][CH:35]=1)([C:24]1[CH:29]=[CH:28][CH:27]=[CH:26][CH:25]=1)[C:17](=[O:23])[CH2:18][CH2:19][CH2:20][CH:21]=[CH2:22])[CH3:14]. Procedure details: Anhydrous dimethyl sulfoxide (DMSO, 8.8 ml) was carefully added by syringe to a stirred solution of oxalyl chloride (4.8 ml) in methylene chloride (40 ml), maintained at -50° C. to -60° C. The mixture was then stirred 2 min. A solution of 2-dimethylamino-4,4-diphenyl-9-decene-5-ol (1 g) in methylene chloride (2 ml) was added, and stirring continued for 5 min. The mixture was allowed to warm to room temperature, diluted with water, and washed with sodium bicarbonate solution. Rotary evaporation o... The reactants are Cc1ccc(Cl)cc1Br, C1CCOC1, [Li]CCCC, CCCCCC, CON(C)C(=O)C1CCCN(C(=O)OC(C)(C)C)C1. Yields the product Cc1ccc(Cl)cc1C(=O)C1CCCN(C(=O)OC(C)(C)C)C1. Reaction SMILES: [Br:1][c:2]1[c:3]([CH3:9])[cH:4][cH:5][c:6]([Cl:8])[cH:7]1.[CH2:40]1[O:41][CH2:42][CH2:43][CH2:44]1.[CH3:10][CH2:11][CH2:12][CH2:13][Li:14].[CH3:15][CH2:16][CH2:17][CH2:18][CH2:19][CH3:20].[CH3:21][O:22][N:23]([C:24](=[O:25])[CH:26]1[CH2:27][N:28]([C:32](=[O:33])[O:34][C:35]([CH3:36])([CH3:37])[CH3:38])[CH2:29][CH2:30][CH2:31]1)[CH3:39]>>[c:2]1([C:24](=[O:25])[CH:26]2[CH2:27][N:28]([C:32](=[O:33])[O:34][C:35]([CH3:36])([CH3:37])[CH3:38])[CH2:29][CH2:30][CH2:31]2)[c:3]([CH3:9])[cH:4][cH:5][c:6]([Cl:8])[cH:7]1. The reagents and catalysts are C=1C=CC(=CC1)/C=C/C(=O)/C=C/C2=CC=CC=C2.C=1C=CC(=CC1)/C=C/C(=O)/C=C/C2=CC=CC=C2.C=1C=CC(=CC1)/C=C/C(=O)/C=C/C2=CC=CC=C2.[Pd].[Pd] (Pd2(dba)3). The solvent is C1CCOC1 (THF). RXN SMILES: [NH2:1][C:2]1[C:7]([O:8][CH3:9])=[CH:6][C:5]([C:10]2[CH:15]=[CH:14][C:13]([C:16]([O:18][CH3:19])=[O:17])=[CH:12][CH:11]=2)=[C:4]([CH3:20])[CH:3]=1.Br[C:22]1[CH:27]=[C:26]([Br:28])[C:25]([Cl:29])=[CH:24][N:23]=1.CC1(C)C2C(=C(P(C3C=CC=CC=3)C3C=CC=CC=3)C=CC=2)OC2C(P(C3C=CC=CC=3)C3C=CC=CC=3)=CC=CC1=2.C([O-])([O-])=O.[Cs+].[Cs+]>C1C=CC(/C=C/C(/C=C/C2C=CC=CC=2)=O)=CC=1.C1C=CC(/C=C/C(/C=C/C2C=CC=CC=2)=O)=CC=1.C1C=CC(/C=C/C(/C=C/C2C=CC=CC=2)=O)=CC=1.[Pd].[Pd].C1COCC1>[Br:28][C:26]1[C:25]([Cl:29])=[CH:24][N:23]=[C:22]([NH:1][C:2]2[C:7]([O:8][CH3:9])=[CH:6][C:5]([C:10]3[CH:15]=[CH:14][C:13]([C:16]([O:18][CH3:19])=[O:17])=[CH:12][CH:11]=3)=[C:4]([CH3:20])[CH:3]=2)[CH:27]=1 |f:3.4.5,6.7.8.9.10|. Yields the product BrC1=CC(=NC=C1Cl)NC1=CC(=C(C=C1OC)C1=CC=C(C=C1)C(=O)OC)C (Methyl 4′-(4-bromo-5-chloropyridin-2-ylamino)-5′-methoxy-2′-methylbiphenyl-4-carboxylate). Reaction conditions: temperature 150 celsius. Starting materials: NC1=CC(=C(C=C1OC)C1=CC=C(C=C1)C(=O)OC)C (Methyl 4′-amino-5′-methoxy-2′-methylbiphenyl-4-carboxylate), C(=O)([O-])[O-].[Cs+].[Cs+] (Cs2CO3), BrC1=NC=C(C(=C1)Br)Cl (2,4-dibromo-5-chloropyridine), CC1(C2=C(C(=CC=C2)P(C3=CC=CC=C3)C4=CC=CC=C4)OC5=C(C=CC=C51)P(C6=CC=CC=C6)C7=CC=CC=C7)C (xantphos). Procedure details: Methyl 4′-amino-5′-methoxy-2′-methylbiphenyl-4-carboxylate generated in Step 1 (200 mg, 0.75 mmol), 2,4-dibromo-5-chloropyridine (222 mg, 0.82 mmol, 1.1 equiv), Pd2(dba)3 (17 mg, 0.02 mmol, 0.025 equiv.), xantphos (22 mg, 0.04 mmol, 0.05 equiv.), and Cs2CO3 (365 mg, 1.1 mmol, 1.5 equiv.) are added to THF (5 mL). The resulting mixture is bubbled with N2 gas for 5 minutes and then heated at 150° C. for 4 hours. After cooling to room temperature, the reaction mixture is diluted into EtOAc and washe... Starting materials: C=Cc1ccccc1, Cc1ccccc1, I, CCOC1C(=O)OC2C(C(O)CO)OC(C)(C)OC12, c1ccc(P(c2ccccc2)c2ccccc2)cc1, c1c[nH]cn1. Product: C=CC1OC(C)(C)OC2C(OCC)C(=O)OC12. As a reaction SMILES: [CH2:25]=[CH:26][c:27]1[cH:28][cH:29][cH:30][cH:31][cH:32]1.[CH3:53][c:54]1[cH:55][cH:56][cH:57][cH:58][cH:59]1.[I:52].[OH:33][CH:34]([CH2:35][OH:36])[CH:37]1[CH:38]2[CH:39]([O:40][C:41]([CH3:43])([CH3:44])[O:42]1)[CH:45]([O:49][CH2:50][CH3:51])[C:46](=[O:48])[O:47]2.[c:6]1([P:7]([c:8]2[cH:9][cH:10][cH:11][cH:12][cH:13]2)[c:14]2[cH:15][cH:16][cH:17][cH:18][cH:19]2)[cH:20][cH:21][cH:22][cH:23][cH:24]1.[nH:1]1[cH:2][cH:3][n:4][cH:5]1>>[CH:34](=[CH2:35])[CH:37]1[CH:38]2[CH:39]([O:40][C:41]([CH3:43])([CH3:44])[O:42]1)[CH:45]([O:49][CH2:50][CH3:51])[C:46](=[O:48])[O:47]2. Starting materials: CCI, CC1(C)CC2CC(C)(CN2C(=O)c2ccc(NS(C)(=O)=O)cc2)C1, CCOCC, [H-], [Na+], CN(C)C=O. Product: CCN(c1ccc(C(=O)N2CC3(C)CC2CC(C)(C)C3)cc1)S(C)(=O)=O. Reaction SMILES: [CH2:27]([CH3:28])[I:29].[CH3:1][C:2]12[CH2:3][C:4]([CH3:23])([CH3:24])[CH2:5][CH:6]([N:7]([C:9](=[O:10])[c:11]3[cH:12][cH:13][c:14]([NH:17][S:18](=[O:19])(=[O:20])[CH3:21])[cH:15][cH:16]3)[CH2:8]1)[CH2:22]2.[CH3:35][CH2:36][O:37][CH2:38][CH3:39].[H-:25].[Na+:26].[O:30]=[CH:31][N:32]([CH3:33])[CH3:34]>>[CH3:1][C:2]12[CH2:3][C:4]([CH3:23])([CH3:24])[CH2:5][CH:6]([N:7]([C:9](=[O:10])[c:11]3[cH:12][cH:13][c:14]([N:17]([S:18](=[O:19])(=[O:20])[CH3:21])[CH2:27][CH3:28])[cH:15][cH:16]3)[CH2:8]1)[CH2:22]2.